The task is: describe an organic reaction: reactants, conditions, products, and yield. This data is from the Open Reaction Database (ORD), a public repository of structured organic reaction records. The reactants are COC(C)(C)C, C=CCc1c(O)ccc2c(CCc3ccccc3)csc12. Product: CCCc1c(O)ccc2c(CCc3ccccc3)csc12. RXN SMILES: [CH3:22][O:23][C:24]([CH3:25])([CH3:26])[CH3:27].[c:1]1([CH2:7][CH2:8][c:9]2[cH:10][s:11][c:12]3[c:13]2[cH:14][cH:15][c:16]([OH:21])[c:17]3[CH2:18][CH:19]=[CH2:20])[cH:2][cH:3][cH:4][cH:5][cH:6]1>>[c:1]1([CH2:7][CH2:8][c:9]2[cH:10][s:11][c:12]3[c:13]2[cH:14][cH:15][c:16]([OH:21])[c:17]3[CH2:18][CH2:19][CH3:20])[cH:2][cH:3][cH:4][cH:5][cH:6]1. Reactants: C(CS)S (1,2-Ethanedithiol), C(C1=CC=CC=C1)OC=1C=C(C(=CC1)C1C(CC=CC1)NC(C)=O)C1=CC(=CC=C1)F (N-(4′-(benzyloxy)-3″-fluoro-1,2,3,6-tetrahydro-[1,1′:2′,1″-terphenyl]-2-yl)acetamide). Run in C(Cl)Cl (DCM). Conditions: time 8 hour. Yields the product FC=1C=C(C=CC1)C=1C(=CC=C(C1)O)C1C(CC=CC1)NC(C)=O (N-(3″-fluoro-4′-hydroxy-1,2,3,6-tetrahydro-[1,1′:2′,1″-terphenyl]-2-yl)acetamide). Isolated yield 85.7%. As a reaction SMILES: C(S)CS.C([O:12][C:13]1[CH:14]=[C:15]([C:29]2[CH:34]=[CH:33][CH:32]=[C:31]([F:35])[CH:30]=2)[C:16]([CH:19]2[CH2:24][CH:23]=[CH:22][CH2:21][CH:20]2[NH:25][C:26](=[O:28])[CH3:27])=[CH:17][CH:18]=1)C1C=CC=CC=1>C(Cl)Cl>[F:35][C:31]1[CH:30]=[C:29]([C:15]2[C:16]([CH:19]3[CH2:24][CH:23]=[CH:22][CH2:21][CH:20]3[NH:25][C:26](=[O:28])[CH3:27])=[CH:17][CH:18]=[C:13]([OH:12])[CH:14]=2)[CH:34]=[CH:33][CH:32]=1. Procedure: 1,2-Ethanedithiol (0.22 mL, 2.66 mmol) and BF3OEt2 (0.176 mL, 1.4 mmol) were added to benzyl ether 18a (64 mg, 0.14 mmol) in DCM (1.8 mL). After 8 h, reaction mixture was concentrated and purified by column chromatography (SiO2, 10:100, MeOH:DCM) to afford phenol 19a as an amorphous solid (45 mg, 0.12 mmol, 86%)1H NMR (500 MHz, CDCl3) δ 8.98 (s, 1H), 7.40-7.34 (q, J=7.1, 6.2 Hz, 1H), 7.27 (d, J=7.6 Hz, 1H), 7.10-7.01 (m, 2H), 6.96 (d, J=9.4 Hz, 1H), 6.84-6.79 (dd, J=8.5, 2.6 Hz, 1H), 6.68 (d, J=... Starting materials: BrC=1C=CC2=C(OCCC3=C2SC(=C3)C(=O)N(C)C3=C(C=CC=C3)Cl)C1 (8-bromo-N-(2-chlorophenyl)-N-methyl-4,5-dihydrobenzo[b]thieno[2,3-d]oxepine-2-carboxamide), C(C)(C)(C)C(CN(C(O)=O)C)N.C(=O)(OC(C)(C)C)N(CCN)C (N-Boc-N-methyl-ethylenediamine (tert-butyl 2-aminoethyl(methyl)carbamate)). Yields the product ClC1=C(C=CC=C1)N(C(=O)C1=CC2=C(C3=C(OCC2)C=C(C=C3)C(=O)NCCN(C(OC(C)(C)C)=O)C)S1)C (tert-butyl 2-(2-((2-chlorophenyl)(methyl)carbamoyl)-4,5-dihydrobenzo[b]thieno[2,3-d]oxepine-8-carboxamido)ethyl(methyl)carbamate). RXN SMILES: Br[C:2]1[CH:3]=[CH:4][C:5]2[C:11]3[S:12][C:13]([C:15]([N:17]([C:19]4[CH:24]=[CH:23][CH:22]=[CH:21][C:20]=4[Cl:25])[CH3:18])=[O:16])=[CH:14][C:10]=3[CH2:9][CH2:8][O:7][C:6]=2[CH:26]=1.C(C(N)CN(C)[C:34](=O)[OH:35])(C)(C)C.[C:39]([N:46]([CH3:50])[CH2:47][CH2:48][NH2:49])([O:41][C:42]([CH3:45])([CH3:44])[CH3:43])=[O:40]>>[Cl:25][C:20]1[CH:21]=[CH:22][CH:23]=[CH:24][C:19]=1[N:17]([CH3:18])[C:15]([C:13]1[S:12][C:11]2[C:5]3[CH:4]=[CH:3][C:2]([C:34]([NH:49][CH2:48][CH2:47][N:46]([CH3:50])[C:39](=[O:40])[O:41][C:42]([CH3:43])([CH3:44])[CH3:45])=[O:35])=[CH:26][C:6]=3[O:7][CH2:8][CH2:9][C:10]=2[CH:14]=1)=[O:16] |f:1.2|. Procedure details: Following the procedure of Example 13 and General Procedure C, 8-bromo-N-(2-chlorophenyl)-N-methyl-4,5-dihydrobenzo[b]thieno[2,3-d]oxepine-2-carboxamide 150 and N-Boc-N-methyl-ethylenediamine (tert-butyl 2-aminoethyl(methyl)carbamate) were reacted to give 139. MS: (ESI+) 470.2. Reactants: [BH4-], CC(C)(C)c1ccc(C=O)cn1, CCO, [Na+]. Yields the product CC(C)(C)c1ccc(CO)cn1. As a reaction SMILES: [BH4-:13].[C:1]([CH3:2])([CH3:3])([CH3:4])[c:5]1[n:6][cH:7][c:8]([CH:9]=[O:10])[cH:11][cH:12]1.[CH3:15][CH2:16][OH:17].[Na+:14]>>[C:1]([CH3:2])([CH3:3])([CH3:4])[c:5]1[n:6][cH:7][c:8]([CH2:9][OH:10])[cH:11][cH:12]1.